From a dataset of the Open Reaction Database (ORD), a public repository of structured organic reaction records. describe an organic reaction: reactants, conditions, products, and yield Reactants: CC[SiH](CC)CC, O=C1c2c(c(OS(=O)(=O)C(F)(F)F)c3cccnc3c2OC(c2ccccc2)c2ccccc2)CN1Cc1ccc(F)cc1, ClCCl, O=C(O)C(F)(F)F. Product: O=C1c2c(c(OS(=O)(=O)C(F)(F)F)c3cccnc3c2O)CN1Cc1ccc(F)cc1. As a reaction SMILES: [CH2:52]([SiH:53]([CH2:54][CH3:55])[CH2:56][CH3:57])[CH3:58].[CH:1]([c:2]1[cH:3][cH:4][cH:5][cH:6][cH:7]1)([c:8]1[cH:9][cH:10][cH:11][cH:12][cH:13]1)[O:14][c:15]1[c:16]2[c:17]([c:18]([O:25][S:26](=[O:27])(=[O:28])[C:29]([F:30])([F:31])[F:32])[c:19]3[cH:20][cH:21][cH:22][n:23][c:24]13)[CH2:33][N:34]([CH2:37][c:38]1[cH:39][cH:40][c:41]([F:44])[cH:42][cH:43]1)[C:35]2=[O:36].[Cl:59][CH2:60][Cl:61].[OH:45][C:46]([C:47]([F:48])([F:49])[F:50])=[O:51]>>[OH:14][c:15]1[c:16]2[c:17]([c:18]([O:25][S:26](=[O:27])(=[O:28])[C:29]([F:30])([F:31])[F:32])[c:19]3[cH:20][cH:21][cH:22][n:23][c:24]13)[CH2:33][N:34]([CH2:37][c:38]1[cH:39][cH:40][c:41]([F:44])[cH:42][cH:43]1)[C:35]2=[O:36]. The reactants are CCCCCC1CCC(CCCOc2ccc(O)cc2)CC1, CCCCCCCOc1ccc(C(=O)O)cc1, CN(C)c1ccncc1, C(=NC1CCCCC1)=NC1CCCCC1, ClCCl. The product is CCCCCCCOc1ccc(C(=O)Oc2ccc(OCCCC3CCC(CCCCC)CC3)cc2)cc1. As a reaction SMILES: [CH2:18]([CH2:19][CH2:20][CH2:21][CH3:22])[CH:23]1[CH2:24][CH2:25][CH:26]([CH2:29][CH2:30][CH2:31][O:32][c:33]2[cH:34][cH:35][c:36]([OH:39])[cH:37][cH:38]2)[CH2:27][CH2:28]1.[CH2:1]([CH2:2][CH2:3][CH2:4][CH2:5][CH2:6][CH3:7])[O:8][c:9]1[cH:10][cH:11][c:12]([C:13](=[O:14])[OH:15])[cH:16][cH:17]1.[CH3:55][N:56]([CH3:57])[c:58]1[cH:59][cH:60][n:61][cH:62][cH:63]1.[CH:40]1([N:41]=[C:42]=[N:43][CH:44]2[CH2:45][CH2:46][CH2:47][CH2:48][CH2:49]2)[CH2:50][CH2:51][CH2:52][CH2:53][CH2:54]1.[Cl:64][CH2:65][Cl:66]>>[CH2:1]([CH2:2][CH2:3][CH2:4][CH2:5][CH2:6][CH3:7])[O:8][c:9]1[cH:10][cH:11][c:12]([C:13]([O:14][c:36]2[cH:35][cH:34][c:33]([O:32][CH2:31][CH2:30][CH2:29][CH:26]3[CH2:25][CH2:24][CH:23]([CH2:18][CH2:19][CH2:20][CH2:21][CH3:22])[CH2:28][CH2:27]3)[cH:38][cH:37]2)=[O:15])[cH:16][cH:17]1.